From a dataset of the Open Reaction Database (ORD), a public repository of structured organic reaction records. describe an organic reaction: reactants, conditions, products, and yield Starting materials: ClC(Cl)C(Cl)(Cl)C(Cl)(Cl)Cl, FC(F)CC(F)(F)F. RXN SMILES: [Cl:9][C:10]([C:11]([CH:12]([Cl:13])[Cl:14])([Cl:15])[Cl:16])([Cl:17])[Cl:18].[F:1][C:2]([F:3])([F:4])[CH2:5][CH:6]([F:7])[F:8]>>[Cl:9][C:10]([C:11](=[C:12]([Cl:13])[Cl:14])[Cl:15])([Cl:17])[Cl:18]. The product is ClC(Cl)=C(Cl)C(Cl)(Cl)Cl. Product: C(C)(=O)C12CC3(CC2CC(C1)C3)C(=O)OC (methyl 3-acetyltricyclo[3.3.1.03,7]nonane-1-carboxylate). The solvent is CO (MeOH). Procedure: To 3-acetyltricyclo[3.3.1.03,7]nonane-1-carboxylic acid (2.4 g, 11.4 mmol) obtained in step I, in MeOH (48 mL) cooled to ice bath temperature, was added acetyl chloride (1.64 mL, 22.8 mmol). The reaction mixture was gradually warmed to room temperature and stirred for 2 h. The volatiles were removed under reduced pressure and the crude product was purified by column chromatography to obtain methyl 3-acetyltricyclo[3.3.1.03,7]nonane-1-carboxylate (2.4 g) in 93% yield as viscous liquid. m/z (M+1) ... Starting materials: C(C)(=O)C12CC3(CC2CC(C1)C3)C(=O)O (3-acetyltricyclo[3.3.1.03,7]nonane-1-carboxylic acid), C(C)(=O)Cl (acetyl chloride). RXN SMILES: [C:1]([C:4]12[CH2:11][CH:10]3[CH2:12][C:6]([C:13]([OH:15])=[O:14])([CH2:7][CH:8]1[CH2:9]3)[CH2:5]2)(=[O:3])[CH3:2].[C:16](Cl)(=O)C>CO>[C:1]([C:4]12[CH2:11][CH:10]3[CH2:12][C:6]([C:13]([O:15][CH3:16])=[O:14])([CH2:7][CH:8]1[CH2:9]3)[CH2:5]2)(=[O:3])[CH3:2]. Reaction conditions: time 2 hour. The yield is 94.7%. Reactants: COC(=O)C(C)(C)C1(c2ccc3c(cnn3-c3ccc(F)cc3)c2)CCCCC1, [I-], N#C[K], [Li+], c1ccncc1. Product: CC(C)(C(=O)O)C1(c2ccc3c(cnn3-c3ccc(F)cc3)c2)CCCCC1. Reaction SMILES: [F:1][c:2]1[cH:3][cH:4][c:5](-[n:8]2[n:9][cH:10][c:11]3[cH:12][c:13]([C:17]4([C:23]([C:24](=[O:25])[O:26][CH3:27])([CH3:28])[CH3:29])[CH2:18][CH2:19][CH2:20][CH2:21][CH2:22]4)[cH:14][cH:15][c:16]23)[cH:6][cH:7]1.[I-:33].[K:30][C:31]#[N:32].[Li+:34].[cH:35]1[cH:36][cH:37][n:38][cH:39][cH:40]1>>[F:1][c:2]1[cH:3][cH:4][c:5](-[n:8]2[n:9][cH:10][c:11]3[cH:12][c:13]([C:17]4([C:23]([C:24](=[O:25])[OH:26])([CH3:28])[CH3:29])[CH2:18][CH2:19][CH2:20][CH2:21][CH2:22]4)[cH:14][cH:15][c:16]23)[cH:6][cH:7]1. Starting materials: O=C([O-])[O-], N#Cc1ccc(-n2cc3c(C(=O)O)cccc3n2)cc1, CCOC(C)=O, [Cs+], [Cs+], CI, CN(C)C=O. Reaction SMILES: [C:1](=[O:2])([O-:3])[O-:4].[C:7](#[N:8])[c:9]1[cH:10][cH:11][c:12](-[n:15]2[n:16][c:17]3[cH:18][cH:19][cH:20][c:21]([C:24](=[O:25])[OH:26])[c:22]3[cH:23]2)[cH:13][cH:14]1.[CH3:34][CH2:35][O:36][C:37]([CH3:38])=[O:39].[Cs+:5].[Cs+:6].[I:27][CH3:28].[O:29]=[CH:30][N:31]([CH3:32])[CH3:33]>>[CH3:1][O:26][C:24]([c:21]1[cH:20][cH:19][cH:18][c:17]2[n:16][n:15](-[c:12]3[cH:11][cH:10][c:9]([C:7]#[N:8])[cH:14][cH:13]3)[cH:23][c:22]21)=[O:25]. The product is COC(=O)c1cccc2nn(-c3ccc(C#N)cc3)cc12. Reactants: ClC=1C=CC(=C(CN2C3=C(NCC2)N=CC(=C3)C=3C=C(C(=O)O)C=CC3)C1)C(F)(F)F (3-{1-[5-chloro-2-(trifluoromethyl)benzyl]-1,2,3,4-tetrahydropyrido[2,3-b]pyrazin-7-yl}benzoic acid), S(N)(=O)(=O)C1=CC=C(CN)C=C1 (4-sulfamoylbenzylamine). Yields the product ClC=1C=CC(=C(CN2C3=C(NCC2)N=CC(=C3)C=3C=C(C(=O)NCC2=CC=C(C=C2)S(N)(=O)=O)C=CC3)C1)C(F)(F)F (3-{1-[5-Chloro-2-(trifluoromethyl)benzyl]-1,2,3,4-tetrahydropyrido[2,3-b]pyrazin-7-yl}-N-(4-sulfamoylbenzyl)benzamide). As a reaction SMILES: [Cl:1][C:2]1[CH:3]=[CH:4][C:5]([C:28]([F:31])([F:30])[F:29])=[C:6]([CH:27]=1)[CH2:7][N:8]1[CH2:13][CH2:12][NH:11][C:10]2[N:14]=[CH:15][C:16]([C:18]3[CH:19]=[C:20]([CH:24]=[CH:25][CH:26]=3)[C:21]([OH:23])=O)=[CH:17][C:9]1=2.[S:32]([C:36]1[CH:43]=[CH:42][C:39]([CH2:40][NH2:41])=[CH:38][CH:37]=1)(=[O:35])(=[O:34])[NH2:33]>>[Cl:1][C:2]1[CH:3]=[CH:4][C:5]([C:28]([F:31])([F:29])[F:30])=[C:6]([CH:27]=1)[CH2:7][N:8]1[CH2:13][CH2:12][NH:11][C:10]2[N:14]=[CH:15][C:16]([C:18]3[CH:19]=[C:20]([CH:24]=[CH:25][CH:26]=3)[C:21]([NH:41][CH2:40][C:39]3[CH:38]=[CH:37][C:36]([S:32](=[O:35])(=[O:34])[NH2:33])=[CH:43][CH:42]=3)=[O:23])=[CH:17][C:9]1=2. Reported procedure: 3-{1-[5-chloro-2-(trifluoromethyl)benzyl]-1,2,3,4-tetrahydropyrido[2,3-b]pyrazin-7-yl}benzoic acid was reacted with 4-sulfamoylbenzylamine as in General Procedure 10 to give the title compound. LCMS: In/z=615.9 (M+H+); retention time=0.77 minutes. Starting materials: CCC(CC)C(O)c1ccnn1Cc1ccc(OC)cc1, C1CCOC1, CCOC(=O)N=NC(=O)OCC, c1ccc(P(c2ccccc2)c2ccccc2)cc1, [N-]=[N+]=NP(=O)(c1ccccc1)c1ccccc1. Yields the product CCC(CC)C(N=[N+]=[N-])c1ccnn1Cc1ccc(OC)cc1. As a reaction SMILES: [CH2:1]([CH3:2])[CH:3]([CH:4]([OH:5])[c:6]1[cH:7][cH:8][n:9][n:10]1[CH2:11][c:12]1[cH:13][cH:14][c:15]([O:18][CH3:19])[cH:16][cH:17]1)[CH2:20][CH3:21].[CH2:70]1[O:71][CH2:72][CH2:73][CH2:74]1.[O:41]=[C:42]([O:43][CH2:44][CH3:45])[N:46]=[N:47][C:48]([O:49][CH2:50][CH3:51])=[O:52].[c:22]1([P:23]([c:24]2[cH:25][cH:26][cH:27][cH:28][cH:29]2)[c:30]2[cH:31][cH:32][cH:33][cH:34][cH:35]2)[cH:36][cH:37][cH:38][cH:39][cH:40]1.[c:53]1([P:54]([c:55]2[cH:56][cH:57][cH:58][cH:59][cH:60]2)(=[O:61])[N:67]=[N+:68]=[N-:69])[cH:62][cH:63][cH:64][cH:65][cH:66]1>>[CH2:1]([CH3:2])[CH:3]([CH:4]([c:6]1[cH:7][cH:8][n:9][n:10]1[CH2:11][c:12]1[cH:13][cH:14][c:15]([O:18][CH3:19])[cH:16][cH:17]1)[N:67]=[N+:68]=[N-:69])[CH2:20][CH3:21]. Starting materials: ClC1=C(O[C@@H](C(=O)NC[C@@H]2[C@H]([C@@H]([C@@H](O2)N2C(=O)NC(=O)C(=C2)CC)F)O)C)C=C(C(=C1)Cl)OC (1-[5-[2(R)-(2,4-dichloro-5-methoxyphenoxy)-propionamido]-2,5-dideoxy-2-fluoro-β-D-arabinofuranosyl]-5-ethyluracil), C(=O)(OC(C)(C)C)N[C@@H](C(C)C)C(=O)O (N-Boc-L-valine). The product is C(C)(C)(C)OC(=O)N[C@@H](C(C)C)C(=O)O[C@H]1[C@@H]([C@@H](O[C@@H]1CNC([C@@H](C)OC1=C(C=C(C(=C1)OC)Cl)Cl)=O)N1C(=O)NC(=O)C(=C1)CC)F (1-[3-O-[N-(tert-butoxycarbonyl)-L-valyl]-5-[2(R)-(2,4-dichloro-5-methoxyphenoxy)-propionamido]-2,5-dideoxy-2-fluoro-β-D-arabinofuranosyl]-5-ethyluracil). RXN SMILES: [Cl:1][C:2]1[CH:31]=[C:30]([Cl:32])[C:29]([O:33][CH3:34])=[CH:28][C:3]=1[O:4][C@H:5]([CH3:27])[C:6]([NH:8][CH2:9][C@H:10]1[O:14][C@@H:13]([N:15]2[CH:22]=[C:21]([CH2:23][CH3:24])[C:19](=[O:20])[NH:18][C:16]2=[O:17])[C@@H:12]([F:25])[C@@H:11]1[OH:26])=[O:7].[C:35]([NH:42][C@H:43]([C:47](O)=[O:48])[CH:44]([CH3:46])[CH3:45])([O:37][C:38]([CH3:41])([CH3:40])[CH3:39])=[O:36]>>[C:38]([O:37][C:35]([NH:42][C@H:43]([C:47]([O:26][C@@H:11]1[C@@H:10]([CH2:9][NH:8][C:6](=[O:7])[C@H:5]([O:4][C:3]2[CH:28]=[C:29]([O:33][CH3:34])[C:30]([Cl:32])=[CH:31][C:2]=2[Cl:1])[CH3:27])[O:14][C@@H:13]([N:15]2[CH:22]=[C:21]([CH2:23][CH3:24])[C:19](=[O:20])[NH:18][C:16]2=[O:17])[C@H:12]1[F:25])=[O:48])[CH:44]([CH3:45])[CH3:46])=[O:36])([CH3:40])([CH3:41])[CH3:39]. Procedure details: Coupling of 1-[5-[2(R)-(2,4-dichloro-5-methoxyphenoxy)-propionamido]-2,5-dideoxy-2-fluoro-β-D-arabinofuranosyl]-5-ethyluracil with N-Boc-L-valine in a manner analogous to that described in Example 1(A) gave 1-[3-O-[N-(tert-butoxycarbonyl)-L-valyl]-5-[2(R)-(2,4-dichloro-5-methoxyphenoxy)-propionamido]-2,5-dideoxy-2-fluoro-β-D-arabinofuranosyl]-5-ethyluracil as a white solid, m.p. 110° C. (dec). Reactants: resultant mixture, C(=O)(OC(C)(C)C)N1[C@@H](CCC1)C1=CC2=NC=C(C=C2O1)Br (2-(1-BOC-2-(S)-pyrrolidinyl)-6-bromofuro[3,2-b]pyridine), C1(=CC=CC=C1)C (toluene), acid, C(=O)([O-])[O-].[Na+].[Na+] (Na2CO3), C1(=CC=CC=C1)C (toluene). The reagents and catalysts are [Pd] (palladium). Yields the product C(=O)(OC(C)(C)C)N1[C@@H](CCC1)C1=CC2=NC=C(C=C2O1)C1=CC=CC=C1 (2-(1-Boc-2-(S)-pyrrolidinyl)-6-phenylfuro(3,2-b)pyridine). Yield: 100.0%. As a reaction SMILES: [C:1]([N:8]1[CH2:12][CH2:11][CH2:10][C@H:9]1[C:13]1[O:21][C:20]2[C:15](=[N:16][CH:17]=[C:18](Br)[CH:19]=2)[CH:14]=1)([O:3][C:4]([CH3:7])([CH3:6])[CH3:5])=[O:2].C([O-])([O-])=O.[Na+].[Na+].[C:29]1(C)[CH:34]=[CH:33][CH:32]=[CH:31][CH:30]=1>[Pd]>[C:1]([N:8]1[CH2:12][CH2:11][CH2:10][C@H:9]1[C:13]1[O:21][C:20]2[C:15](=[N:16][CH:17]=[C:18]([C:29]3[CH:34]=[CH:33][CH:32]=[CH:31][CH:30]=3)[CH:19]=2)[CH:14]=1)([O:3][C:4]([CH3:7])([CH3:6])[CH3:5])=[O:2] |f:1.2.3|. Procedure: The 2-(1-BOC-2-(S)-pyrrolidinyl)-6-bromofuro[3,2-b]pyridine (0.2 g, 0.54 mmol) obtained from Example 46a above was dissolved in toluene (2 mL). Phenylbororic acid (0.19 g, 1.62 mmol), palladium (O) tetrakis(triphenyl phosphine) (40 mg) and 2 M Na2CO3 solution (1 mL) were then added to the toluene solution. The resultant mixture was heated under reflux for 16 h. The desired product was extracted with CH2Cl2, dried over MgSO4 and filtered. Solvent was then removed under reduced pressure and the re...